describe an organic reaction: reactants, conditions, products, and yield From a dataset of the Open Reaction Database (ORD), a public repository of structured organic reaction records. The reactants are [Li]CCCC (n-BuLi), BrC1=CN=C(N1C)C (5-bromo-1,2-dimethyl-1H-imidazole), ClC1=C(C(=NC2=CC=C(C=C12)C(=O)C1=CN=C(N1C)C)OC)CC1=CC=C(C=C1)F ((4-chloro-3-(4-fluorobenzyl)-2-methoxyquinolin-6-yl)(1,2-dimethyl-1H-imidazol-5-yl)methanone), ClC1=C(C(=NC2=CC=C(C=C12)C(=O)C1=CN=C(N1C)C)OC)CC1=CC=C(C=C1)F ((4-chloro-3-(4-fluorobenzyl)-2-methoxyquinolin-6-yl)(1,2-dimethyl-1H-imidazol-5-yl)methanone). The solvent is C1CCOC1 (THF), C1CCOC1 (THF). Conditions: time 1.5 minute. Product: ClC1=C(C(=NC2=CC=C(C=C12)C(O)(C1=CN=C(N1C)C)C1=CN=C(N1C)C)OC)CC1=CC=C(C=C1)F ((4-Chloro-3-(4-fluorobenzyl)-2-methoxyquinolin-6-yl)bis(1,2-dimethyl-1H-imidazol-5-yl)methanol). As a reaction SMILES: [Li]CCCC.Br[C:7]1[N:11]([CH3:12])[C:10]([CH3:13])=[N:9][CH:8]=1.[Cl:14][C:15]1[C:24]2[C:19](=[CH:20][CH:21]=[C:22]([C:25]([C:27]3[N:31]([CH3:32])[C:30]([CH3:33])=[N:29][CH:28]=3)=[O:26])[CH:23]=2)[N:18]=[C:17]([O:34][CH3:35])[C:16]=1[CH2:36][C:37]1[CH:42]=[CH:41][C:40]([F:43])=[CH:39][CH:38]=1>C1COCC1>[Cl:14][C:15]1[C:24]2[C:19](=[CH:20][CH:21]=[C:22]([C:25]([C:27]3[N:31]([CH3:32])[C:30]([CH3:33])=[N:29][CH:28]=3)([C:7]3[N:11]([CH3:12])[C:10]([CH3:13])=[N:9][CH:8]=3)[OH:26])[CH:23]=2)[N:18]=[C:17]([O:34][CH3:35])[C:16]=1[CH2:36][C:37]1[CH:38]=[CH:39][C:40]([F:43])=[CH:41][CH:42]=1. Procedure: A solution of n-BuLi (2.5 M in hexanes, 0.24 mL, 0.6 mmol) was added dropwise by syringe to a solution of 5-bromo-1,2-dimethyl-1H-imidazole (107.8 mg, 0.616 mmol) in dry THF (6 mL) in a dry ice-acetone bath. After 1-2 minutes, (4-chloro-3-(4-fluorobenzyl)-2-methoxyquinolin-6-yl)(1,2-dimethyl-1H-imidazol-5-yl)methanone (0.217 g, 0.512 mmol, Intermediate 46: step b) in dry THF (2 mL) was added to the mixture via syringe. After 5 minutes, the reaction was removed from the cold bath and was allowed ... The reactants are C1(=CC=CC=C1)S(=O)(=O)N1C(=CC2=CC(=CC=C12)Cl)S(=O)(=O)N1CCNCC1 (1-(1-Benzenesulphonyl-5-chloroindol-2-ylsulphonyl)piperazine), [OH-].[Na+] (sodium hydroxide), Cl (hydrochloric acid). Run at temperature 80 celsius. Product: ClC=1C=C2C=C(NC2=CC1)S(=O)(=O)N1CCNCC1 (1-(5-chloroindol-2-ylsulphonyl)piperazine). Reaction SMILES: C1(S([N:10]2[C:18]3[C:13](=[CH:14][C:15]([Cl:19])=[CH:16][CH:17]=3)[CH:12]=[C:11]2[S:20]([N:23]2[CH2:28][CH2:27][NH:26][CH2:25][CH2:24]2)(=[O:22])=[O:21])(=O)=O)C=CC=CC=1.[OH-].[Na+].Cl>>[Cl:19][C:15]1[CH:14]=[C:13]2[C:18](=[CH:17][CH:16]=1)[NH:10][C:11]([S:20]([N:23]1[CH2:28][CH2:27][NH:26][CH2:25][CH2:24]1)(=[O:22])=[O:21])=[CH:12]2 |f:1.2|. Procedure: The requisite 1-(5-chloroindol-2-ylsulphonyl)piperazine starting material was prepared as follows 1-(1-Benzenesulphonyl-5-chloroindol-2-ylsulphonyl)piperazine (4.15 g, 9.44 mmol) was treated with sodium hydroxide solution (32 ml of 2.5M), giving a yellow suspension. This was warmed to 80° C. with vigorous stirring and stirred for 45 mins, giving complete solution. The solution was cooled to ambient temperature and carefully treated with concentrated hydrochloric acid to pH 8; the resultant preci...